From a dataset of the Open Reaction Database (ORD), a public repository of structured organic reaction records. describe an organic reaction: reactants, conditions, products, and yield Reactants: C(C)OC(=O)C1=NC2=CC=CC=C2C(=C1)Cl (4-chloro-quinoline-2-carboxylic acid ethyl ester), BrC1=CC=C(C=C1)O (4-bromophenol), C(=O)([O-])[O-].[Cs+].[Cs+] (Cs2CO3). The solvent is CN(C)C=O (DMF). Reaction conditions: temperature 60 celsius. Yields the product C(C)OC(=O)C1=NC2=CC=CC=C2C(=C1)OC1=CC=C(C=C1)Br (4-(4-bromo-phenoxy)-quinoline-2-carboxylic acid ethyl ester). Isolated yield 42.3%. Reaction SMILES: [CH2:1]([O:3][C:4]([C:6]1[CH:15]=[C:14](Cl)[C:13]2[C:8](=[CH:9][CH:10]=[CH:11][CH:12]=2)[N:7]=1)=[O:5])[CH3:2].[Br:17][C:18]1[CH:23]=[CH:22][C:21]([OH:24])=[CH:20][CH:19]=1.C([O-])([O-])=O.[Cs+].[Cs+]>CN(C=O)C>[CH2:1]([O:3][C:4]([C:6]1[CH:15]=[C:14]([O:24][C:21]2[CH:22]=[CH:23][C:18]([Br:17])=[CH:19][CH:20]=2)[C:13]2[C:8](=[CH:9][CH:10]=[CH:11][CH:12]=2)[N:7]=1)=[O:5])[CH3:2] |f:2.3.4|. Procedure details: To a solution of 4-chloro-quinoline-2-carboxylic acid ethyl ester (910 mg, 3.87 mmol) in DMF (15 ml) was added 4-bromophenol (737 mg, 4.26 mmol), followed by Cs2CO3 (1.89 g, 5.81 mmol). The reaction mixture was then heated to 60° C. for 16 hrs. On the second day the mixture was cooled to r.t. and concentrated down. The residue was partitioned between EtOAc (10 ml) and water (20 ml). The EtOAc layer was separated, dried over MgSO4, filtrated, concentrated, and purified by Biotage with EtOAc/Hexan... Reactants: OP(=O)(CC(C(=O)OC)CC1=CC=CC=C1)C(CC1=CC=CC=C1)NC(=O)OCC1=CC=CC=C1 (methyl 3-[hydroxy[2-phenyl-1-[[(phenylmethoxy)carbonyl)amino]ethyl]phosphinyl]-2-(phenylmethyl)propanoate), [OH-].[Na+] (sodium hydroxide), Cl (hydrochloric acid). Run in CO (methanol). Run at time 10 hour. Yields the product OP(=O)(CC(C(=O)O)CC1=CC=CC=C1)C(CC1=CC=CC=C1)NC(=O)OCC1=CC=CC=C1 (3-[Hydroxy[2-phenyl-1-[[(phenylmethoxy)carbonyl]amino]ethyl]phosphinyl]-2-(phenylmethyl)propanoic acid). The yield is 100.0%. RXN SMILES: [OH:1][P:2]([CH:17]([NH:25][C:26]([O:28][CH2:29][C:30]1[CH:35]=[CH:34][CH:33]=[CH:32][CH:31]=1)=[O:27])[CH2:18][C:19]1[CH:24]=[CH:23][CH:22]=[CH:21][CH:20]=1)([CH2:4][CH:5]([CH2:10][C:11]1[CH:16]=[CH:15][CH:14]=[CH:13][CH:12]=1)[C:6]([O:8]C)=[O:7])=[O:3].[OH-].[Na+].Cl>CO>[OH:3][P:2]([CH:17]([NH:25][C:26]([O:28][CH2:29][C:30]1[CH:35]=[CH:34][CH:33]=[CH:32][CH:31]=1)=[O:27])[CH2:18][C:19]1[CH:20]=[CH:21][CH:22]=[CH:23][CH:24]=1)([CH2:4][CH:5]([CH2:10][C:11]1[CH:12]=[CH:13][CH:14]=[CH:15][CH:16]=1)[C:6]([OH:8])=[O:7])=[O:1] |f:1.2|. Reported procedure: To a solution of 1 g (2.02 mmol) of methyl 3-[hydroxy[2-phenyl-1-[[(phenylmethoxy)carbonyl)amino]ethyl]phosphinyl]-2-(phenylmethyl)propanoate in 20 ml of methanol are added 20 ml of 1N sodium hydroxide. After stirring for 10 hours, the medium is acidified with 2N hydrochloric acid, the methanol is then evaporated off and the residue is extracted three times with ethyl acetate. The combined organic phases are washed with water, dried over sodium sulphate and evaporated. 0.97 g of product is recov... Starting materials: C1(=CC=CC=C1)N1NC(=CC1=O)C(=O)O (1-phenyl-3-carboxy-5-pyrazolone), C(CCC)OC(=O)N1CCN(CC1)C([C@H](CCC(=O)OC(C)(C)C)N)=O (4-((S)-2-amino-4-tert-butoxycarbonyl-butyryl)-piperazine-1-carboxylic acid butyl ester), C(CCl)Cl (EDC). The solvent is CN(C)C=O (DMF), CCN(C(C)C)C(C)C (DIPEA), C(C)(=O)OCC (ethyl acetate). Run at time 12 hour. Product: C(CCC)OC(=O)N1CCN(CC1)C([C@H](CCC(=O)OC(C)(C)C)NC(=O)C1=NN(C(=C1)O)C1=CC=CC=C1)=O (4-{(S)-4-tert-Butoxycarbonyl-2-[(5-hydroxy-1-phenyl-1H-pyrazole-3-carbonyl)-amino]-butyryl}-piperazine-1-carboxylic acid butyl ester). As a reaction SMILES: [C:1]1([N:7]2[C:11](=[O:12])[CH:10]=[C:9]([C:13]([OH:15])=O)[NH:8]2)[CH:6]=[CH:5][CH:4]=[CH:3][CH:2]=1.[CH2:16]([O:20][C:21]([N:23]1[CH2:28][CH2:27][N:26]([C:29](=[O:41])[C@@H:30]([NH2:40])[CH2:31][CH2:32][C:33]([O:35][C:36]([CH3:39])([CH3:38])[CH3:37])=[O:34])[CH2:25][CH2:24]1)=[O:22])[CH2:17][CH2:18][CH3:19].C(Cl)CCl>CN(C=O)C.CCN(C(C)C)C(C)C.C(OCC)(=O)C>[CH2:16]([O:20][C:21]([N:23]1[CH2:28][CH2:27][N:26]([C:29](=[O:41])[C@@H:30]([NH:40][C:13]([C:9]2[CH:10]=[C:11]([OH:12])[N:7]([C:1]3[CH:2]=[CH:3][CH:4]=[CH:5][CH:6]=3)[N:8]=2)=[O:15])[CH2:31][CH2:32][C:33]([O:35][C:36]([CH3:39])([CH3:38])[CH3:37])=[O:34])[CH2:25][CH2:24]1)=[O:22])[CH2:17][CH2:18][CH3:19]. Procedure: To a solution of 2.75 g 1-phenyl-3-carboxy-5-pyrazolone and 5.00 g 4-((S)-2-amino-4-tert-butoxycarbonyl-butyryl)-piperazine-1-carboxylic acid butyl ester in 15 ml DMF 2.06 g HOBt, 4.5 ml DIPEA and 2.58 g EDC were added and the reaction mixture was stirred for 12 h at RT. Then the reaction mixture was diluted with ethyl acetate and subsequently extracted with aqueous LiCl (4% w/w), 0.1 M HCl and aqueous NaHCO3. The organic layer was dried over MgSO4 and the solvent was removed under reduced press... Procedure details: A mixture of 3.4 g of 2-chloro-11-(1-piperazinyl)dibenz[b,f][1,4]oxazepine, 2.00 g of ethyl bromoacetate and 1.38 g of potassium carbonate in 16 ml of N,N-dimethylformamide was stirred at 60°-70° C. for 3 hrs. After cooling, water was added to the reaction mixture and extracted with ether. The etheral layer was washed with water, dried and concentrated. The residue was chromatographed on silica gel using a mixture of n-hexane and ethyl acetate (2:1 and 1:1) as eluents to give 3.12 g of yellow cr... The reactants are O (water), ClC=1C=CC2=C(C(=NC3=C(O2)C=CC=C3)N3CCNCC3)C1 (2-chloro-11-(1-piperazinyl)dibenz[b,f][1,4]oxazepine), BrCC(=O)OCC (ethyl bromoacetate), C([O-])([O-])=O.[K+].[K+] (potassium carbonate). Conditions: time 3 hour. The product is ClC=1C=CC2=C(C(=NC3=C(O2)C=CC=C3)N3CCN(CC3)CC(=O)OCC)C1 (Ethyl 4-(2-Chlorodibenz[b,f][1,4]oxazepin-11-yl)-l-piperazineacetate). As a reaction SMILES: [Cl:1][C:2]1[CH:3]=[CH:4][C:5]2[O:11][C:10]3[CH:12]=[CH:13][CH:14]=[CH:15][C:9]=3[N:8]=[C:7]([N:16]3[CH2:21][CH2:20][NH:19][CH2:18][CH2:17]3)[C:6]=2[CH:22]=1.Br[CH2:24][C:25]([O:27][CH2:28][CH3:29])=[O:26].C(=O)([O-])[O-].[K+].[K+].O>CN(C)C=O>[Cl:1][C:2]1[CH:3]=[CH:4][C:5]2[O:11][C:10]3[CH:12]=[CH:13][CH:14]=[CH:15][C:9]=3[N:8]=[C:7]([N:16]3[CH2:21][CH2:20][N:19]([CH2:24][C:25]([O:27][CH2:28][CH3:29])=[O:26])[CH2:18][CH2:17]3)[C:6]=2[CH:22]=1 |f:2.3.4|. Run in CN(C=O)C (N,N-dimethylformamide). The yield is 72.0%. Starting materials: C(=O)[O-].[K+] (potassium formate), C1=C(C=CC2=CC=CC=C12)[O-].[K+] (potassium β-naphtholate), C([O-])([O-])=O.[K+].[K+] (potassium carbonate). Reaction conditions: time 5 hour. Product: OC1=CC2=CC=C(C=C2C=C1)C(=O)O (2-hydroxy-naphthalene-6-carboxylic acid), C1=CC=C2C=C(C(=CC2=C1)C(=O)O)O (2-naphthol-3-carboxylic acid). Isolated yield 5.7%. RXN SMILES: [CH:1]1[C:10]2[C:5](=[CH:6][CH:7]=[CH:8][CH:9]=2)[CH:4]=[CH:3][C:2]=1[O-:11].[K+].[C:13](=O)([O-:15])[O-:14].[K+].[K+].[CH:19]([O-:21])=[O:20].[K+]>>[OH:11][C:2]1[CH:3]=[CH:4][C:5]2[C:10](=[CH:9][CH:8]=[C:7]([C:13]([OH:15])=[O:14])[CH:6]=2)[CH:1]=1.[CH:7]1[CH:6]=[C:5]2[C:10]([CH:1]=[C:2]([OH:11])[C:3]([C:19]([OH:21])=[O:20])=[CH:4]2)=[CH:9][CH:8]=1 |f:0.1,2.3.4,5.6|. Procedure: The procedure is according to the procedure described in the above examples under a carbon monoxide pressure of 100 bar and at a temperature of 320° C. over a period of about 5 hours, using 10 parts of potassium β-naphtholate, 7.6 parts of potassium carbonate and 75 parts of potassium formate. After working up the reaction mixture, 2-hydroxy-naphthalene-6-carboxylic acid is obtained in a yield of 37.5% of theory, in addition to 5.7% of 2-naphthol-3-carboxylic acid.